From a dataset of the Open Reaction Database (ORD), a public repository of structured organic reaction records. describe an organic reaction: reactants, conditions, products, and yield Starting materials: C(C)(C)(C)OC(C1=C(C=C(C=C1)C1=NOC(C1)(C(F)(F)F)C1=CC(=CC(=C1)Cl)Cl)C)=O (4-[5-(3,5-dichloro-phenyl)-5-trifluoromethyl-4,5-dihydro-isoxazol-3-yl]-2-methyl-benzoic acid tert-butyl ester), C[Si](C)(C)[N-][Si](C)(C)C.[Li+] (lithium bis(trimethyl-silyl)amide), C1=CC=C(C=C1)S(=O)(=O)N(F)S(=O)(=O)C2=CC=CC=C2 (N-fluorobenzenesulfonimide). The solvent is O1CCCC1 (tetrahydrofuran). Run at temperature -78 celsius, time 1.5 hour. Product: C(C)(C)(C)OC(C1=C(C=C(C=C1)C1=NOC(C1F)(C(F)(F)F)C1=CC(=CC(=C1)Cl)Cl)C)=O (4-[5-(3,5-dichloro-phenyl)-4-fluoro-5-trifluoromethyl-4,5-dihydro-isoxazol-3-yl]-2-methyl-benzoic acid tert-butyl ester). Yield: 38.5%. Reaction SMILES: [C:1]([O:5][C:6](=[O:31])[C:7]1[CH:12]=[CH:11][C:10]([C:13]2[CH2:17][C:16]([C:22]3[CH:27]=[C:26]([Cl:28])[CH:25]=[C:24]([Cl:29])[CH:23]=3)([C:18]([F:21])([F:20])[F:19])[O:15][N:14]=2)=[CH:9][C:8]=1[CH3:30])([CH3:4])([CH3:3])[CH3:2].C[Si]([N-][Si](C)(C)C)(C)C.[Li+].C1C=CC(S(N(S(C2C=CC=CC=2)(=O)=O)[F:52])(=O)=O)=CC=1>O1CCCC1>[C:1]([O:5][C:6](=[O:31])[C:7]1[CH:12]=[CH:11][C:10]([C:13]2[CH:17]([F:52])[C:16]([C:22]3[CH:23]=[C:24]([Cl:29])[CH:25]=[C:26]([Cl:28])[CH:27]=3)([C:18]([F:20])([F:19])[F:21])[O:15][N:14]=2)=[CH:9][C:8]=1[CH3:30])([CH3:4])([CH3:3])[CH3:2] |f:1.2|. Procedure: To a solution of 4-[5-(3,5-dichloro-phenyl)-5-trifluoromethyl-4,5-dihydro-isoxazol-3-yl]-2-methyl-benzoic acid tert-butyl ester (preparation of similar compounds described in, for example, EP 1,731,512) (500 mg) in tetrahydrofuran (6 ml) that was stirred at −78° C. for 15 minutes under argon, was slowly added lithium bis(trimethyl-silyl)amide (“LiHMDS”) (1M in hexane) (1.1 ml). The reaction mixture was stirred at −78° C. for 1.5 hours. Then N-fluorobenzenesulfonimide (“NFSI”) (433 mg) was added ...